This data is from the Open Reaction Database (ORD), a public repository of structured organic reaction records. The task is: describe an organic reaction: reactants, conditions, products, and yield Starting materials: CC1(CCCCC1)C1CCC(CC1)=O (4-(1-methylcyclohexyl)cyclohexanone), [H][H] (hydrogen), N (ammonia). Reagents/catalysts: [Rh] (rhodium). Product: CC1(CCCCC1)[C@H]1CC[C@H](CC1)N (cis-4-(1-Methylcyclohexyl)cyclohexylamine). RXN SMILES: [CH3:1][C:2]1([CH:8]2[CH2:13][CH2:12][C:11](=O)[CH2:10][CH2:9]2)[CH2:7][CH2:6][CH2:5][CH2:4][CH2:3]1.[H][H].[NH3:17]>[Rh]>[CH3:1][C:2]1([C@@H:8]2[CH2:13][CH2:12][C@H:11]([NH2:17])[CH2:10][CH2:9]2)[CH2:7][CH2:6][CH2:5][CH2:4][CH2:3]1. Procedure details: 36 g (0.185 mol) of 4-(1-methylcyclohexyl)cyclohexanone were subjected to reductive amination in 210 ml of ammonia-saturated methanol in the presence of 3 g of rhodium (5% on charcoal) at 50° C. and 50 bar hydrogen pressure. Reactants: Cc1ccc2c(-c3ccccc3)ccnc2c1, CN(C)C(=O)Cl, C[Si](C)(C)C#N, ClC(Cl)Cl, [Na+], O=C([O-])O, O=C(OO)c1cccc(Cl)c1. Product: Cc1ccc2c(-c3ccccc3)cc(C#N)nc2c1. RXN SMILES: [CH3:1][c:2]1[cH:3][cH:4][c:5]2[c:6](-[c:12]3[cH:13][cH:14][cH:15][cH:16][cH:17]3)[cH:7][cH:8][n:9][c:10]2[cH:11]1.[CH3:29][N:30]([CH3:31])[C:32]([Cl:33])=[O:34].[CH3:35][Si:36]([C:37]#[N:38])([CH3:39])[CH3:40].[CH:46]([Cl:47])([Cl:48])[Cl:49].[Na+:45].[O-:41][C:42]([OH:43])=[O:44].[OH:18][O:19][C:20]([c:21]1[cH:22][c:23]([Cl:24])[cH:25][cH:26][cH:27]1)=[O:28]>>[CH3:1][c:2]1[cH:3][cH:4][c:5]2[c:6](-[c:12]3[cH:13][cH:14][cH:15][cH:16][cH:17]3)[cH:7][c:8]([C:29]#[N:30])[n:9][c:10]2[cH:11]1. The reactants are FC(OC=1C=C(C=CC1)S(=O)(=O)N1CCOC2=C1C=C(C=C2)C(=O)NC2=CC(=C(C(=O)O)C=C2)F)F (4-{[4-(3-Difluoromethoxy-benzenesulfonyl)-3,4-dihydro-2H-benzo[1,4]oxazine-6-carbonyl]-amino}-2-fluoro-benzoic acid), FC(OC=1C=C(C=CC1)S(=O)(=O)Cl)F (3-difluoromethoxy-benzenesulfonyl chloride). Product: C(C)OC(C1=C(C=C(C=C1)NC(=O)C=1C=CC2=C(N(CCO2)S(=O)(=O)C2=CC(=CC=C2)OC(F)F)C1)F)=O (4-{[4-(3-difluoromethoxy-benzenesulfonyl)-3,4-dihydro-2H-benzo[1,4]ox-azine-6-carbonyl]-amino}-2-fluoro-benzoic acid ethyl ester). RXN SMILES: [F:1][CH:2]([F:36])[O:3][C:4]1[CH:5]=[C:6]([S:10]([N:13]2[C:18]3[CH:19]=[C:20]([C:23]([NH:25][C:26]4[CH:34]=[CH:33][C:29]([C:30]([OH:32])=[O:31])=[C:28]([F:35])[CH:27]=4)=[O:24])[CH:21]=[CH:22][C:17]=3[O:16][CH2:15][CH2:14]2)(=[O:12])=[O:11])[CH:7]=[CH:8][CH:9]=1.FC(F)O[C:40]1C=C(S(Cl)(=O)=O)C=C[CH:45]=1>>[CH2:40]([O:31][C:30](=[O:32])[C:29]1[CH:33]=[CH:34][C:26]([NH:25][C:23]([C:20]2[CH:21]=[CH:22][C:17]3[O:16][CH2:15][CH2:14][N:13]([S:10]([C:6]4[CH:7]=[CH:8][CH:9]=[C:4]([O:3][CH:2]([F:1])[F:36])[CH:5]=4)(=[O:12])=[O:11])[C:18]=3[CH:19]=2)=[O:24])=[CH:27][C:28]=1[F:35])[CH3:45]. Procedure details: 4-{[4-(3-Difluoromethoxy-benzenesulfonyl)-3,4-dihydro-2H-benzo[1,4]oxazine-6-carbonyl]-amino}-2-fluoro-benzoic acid, MS (ISP): m/e=521.2 (M−H), was prepared as described for example 21, steps 1 to 8. Step 7 was performed using 3-difluoromethoxy-benzenesulfonyl chloride and yielded 4-{[4-(3-difluoromethoxy-benzenesulfonyl)-3,4-dihydro-2H-benzo[1,4]ox-azine-6-carbonyl]-amino}-2-fluoro-benzoic acid ethyl ester, which was hydrolyzed in step 8. Reactants: [Al+3], [Cl-], O=C(O)Cc1cccc(F)c1, [H-], [H-], [H-], [H-], [Li+], [NH4+]. Yields the product OCCc1cccc(F)c1. RXN SMILES: [Al+3:2].[Cl-:18].[F:7][c:8]1[cH:9][c:10]([CH2:14][C:15](=[O:16])[OH:17])[cH:11][cH:12][cH:13]1.[H-:1].[H-:4].[H-:5].[H-:6].[Li+:3].[NH4+:19]>>[F:7][c:8]1[cH:9][c:10]([CH2:14][CH2:15][OH:16])[cH:11][cH:12][cH:13]1. Starting materials: Cl (hydrogen chloride), CSC=1C=CC2=C(C(C3=C(C=C2)C=CC=C3)O)C1 (3-methylmercapto-5H-dibenzo[a,d]cyclohepten-5-ol). Solvent: O1CCOCC1 (dioxane). The product is ClC1C2=C(C=CC3=C1C=C(C=C3)SC)C=CC=C2 (5-chloro-3-methylmercapto-5H-dibenzo[a,d]cycloheptene). RXN SMILES: [CH3:1][S:2][C:3]1[CH:4]=[CH:5][C:6]2[CH:12]=[CH:11][C:10]3[CH:13]=[CH:14][CH:15]=[CH:16][C:9]=3[CH:8](O)[C:7]=2[CH:18]=1.[ClH:19]>O1CCOCC1>[Cl:19][CH:8]1[C:7]2[CH:18]=[C:3]([S:2][CH3:1])[CH:4]=[CH:5][C:6]=2[CH:12]=[CH:11][C:10]2[CH:13]=[CH:14][CH:15]=[CH:16][C:9]1=2. Procedure: A solution of 18 g. (0.071 mole) of 3-methylmercapto-5H-dibenzo[a,d]cyclohepten-5-ol in 90 ml. of dry dioxane is cooled in an ice-bath and saturated with dry hydrogen chloride. A solid separates and when precipitation appears to be complete, the mixture is stirred with 150 ml. of petroleum ether and the product collected, washed with petroleum ether, and dried in a vacuum desiccator over potassium hydroxide. The yield of 5-chloro-3-methylmercapto-5H-dibenzo[a,d]cycloheptene is 16 g. (84%), m.p. ...